Dataset: the Open Reaction Database (ORD), a public repository of structured organic reaction records. Task: describe an organic reaction: reactants, conditions, products, and yield The reactants are O=C([O-])O, CCO, CC(=O)O, Fc1cccc(N2CCN(CCOc3ccccc3C3NCCS3)CC2)c1, [K+], [N-]=C=O, [Na+], O. Product: NC(=O)N1CCSC1c1ccccc1OCCN1CCN(c2cccc(F)c2)CC1. RXN SMILES: [C:33](=[O:34])([OH:35])[O-:36].[CH3:38][CH2:39][OH:40].[CH3:41][C:42](=[O:43])[OH:44].[F:6][c:7]1[cH:8][c:9]([N:13]2[CH2:14][CH2:15][N:16]([CH2:19][CH2:20][O:21][c:22]3[c:23]([CH:28]4[S:29][CH2:30][CH2:31][NH:32]4)[cH:24][cH:25][cH:26][cH:27]3)[CH2:17][CH2:18]2)[cH:10][cH:11][cH:12]1.[K+:4].[N-:1]=[C:2]=[O:3].[Na+:37].[OH2:5]>>[NH2:1][C:2](=[O:3])[N:32]1[CH:28]([c:23]2[c:22]([O:21][CH2:20][CH2:19][N:16]3[CH2:15][CH2:14][N:13]([c:9]4[cH:8][c:7]([F:6])[cH:12][cH:11][cH:10]4)[CH2:18][CH2:17]3)[cH:27][cH:26][cH:25][cH:24]2)[S:29][CH2:30][CH2:31]1. The reactants are BrC1=C(C=CC(=C1)Cl)O (2-Bromo-4-chlorophenol), ICC (iodoethane), C([O-])([O-])=O.[Cs+].[Cs+] (cesium carbonate). Run in CC(=O)C (acetone). Reaction conditions: temperature 50 celsius, time 2 hour. Yields the product BrC1=C(C=CC(=C1)Cl)OCC (2-bromo-4-chloro-1-ethoxybenzene). Isolated yield 98.7%. As a reaction SMILES: [Br:1][C:2]1[CH:7]=[C:6]([Cl:8])[CH:5]=[CH:4][C:3]=1[OH:9].I[CH2:11][CH3:12].C(=O)([O-])[O-].[Cs+].[Cs+]>CC(C)=O>[Br:1][C:2]1[CH:7]=[C:6]([Cl:8])[CH:5]=[CH:4][C:3]=1[O:9][CH2:11][CH3:12] |f:2.3.4|. Procedure details: To a solution of 2-Bromo-4-chlorophenol (2.12 g, 10.2 mmol) in 25 mL acetone was added iodoethane (0.850 mL, 10.6 mmol) and cesium carbonate (4.08 g, 12.5 mmol). The reaction mixture was stirred at 50° C. for 2 hours. The reaction mixture was partitioned between ethyl acetate and water, and the organic portion washed with brine, dried over magnesium sulfate, and concentrated to yield 2.37 g (98%) of 2-bromo-4-chloro-1-ethoxybenzene as a yellow oil, which was carried forward without further purif... Reactants: C(C)OC(C(C)(C)OC1=C(C=C(C=C1)OCC1=CC=CC=C1)C1=CC=CC=C1)=O (2-(5-benzyloxy-biphenyl-2-yloxy)-2-methyl-propionic acid ethyl ester), [H][H] (hydrogen). Reagents/catalysts: [Pd] (Pd/C). Run in C(C)O (ethanol). The product is OC=1C=CC(=C(C1)C1=CC=CC=C1)OC(C(=O)O)(C)C (2-(5-Hydroxy-biphenyl-2-yloxy)-2-methyl-propionic acid). Reaction SMILES: C([O:3][C:4](=[O:29])[C:5]([O:8][C:9]1[CH:14]=[CH:13][C:12]([O:15]CC2C=CC=CC=2)=[CH:11][C:10]=1[C:23]1[CH:28]=[CH:27][CH:26]=[CH:25][CH:24]=1)([CH3:7])[CH3:6])C.[H][H]>C(O)C.[Pd]>[OH:15][C:12]1[CH:13]=[CH:14][C:9]([O:8][C:5]([CH3:7])([CH3:6])[C:4]([OH:29])=[O:3])=[C:10]([C:23]2[CH:28]=[CH:27][CH:26]=[CH:25][CH:24]=2)[CH:11]=1. Procedure: A solution of 2-(5-benzyloxy-biphenyl-2-yloxy)-2-methyl-propionic acid ethyl ester (3.58 g, 7.63 mmol maximum) in ethanol (75 mL) was treated with 5% Pd/C (3.0 g) and hydrogen (balloon, room temperature, 16 h). The mixture was filtered and concentrated to a viscous colorless oil (2.44 g, 107%): 1H NMR (400 MHz, CDCl3) δ1.25 (t, 3H, J=7.1 Hz), 1.27 (s, 6H), 4.20 (q, 2H, J=7.3 Hz), 4.95 (brs, 1H), 6.67 (dd, 1H, J=3.4, 8.8 Hz), 6.81 (d, 1H, J=3.4 Hz), 6.88 (d, 1H, J=8.8 Hz), 7.30 (dt, 1H, J=1.5, 7.... Reactants: C(C)(C)(C)OC(N[C@@H]1CC[C@H](CC1)OC=1C=CC=2N(C1)C(=NN2)C2=CC(=CC=C2)OCCN2CCOCC2)=O ((trans-4-{3-[3-(2-Morpholin-4-yl-ethoxy)-phenyl]-[1,2,4]triazolo[4,3-a]pyridin-6-yloxy}-cyclohexyl)-carbamic acid tert-butyl ester), C(Cl)Cl (DCM), C(=O)(C(F)(F)F)O (TFA). Procedure: A solution of Example 14 step a (196 mg, 0.178 mmol) in TFA (2 mL) and DCM (10 mL) was stirred at RT for 0.5 H, then concentrated in vacuo to give the title compound (quantitative yield). LCMS (Method 2): Rt 0.38 min, m/z 438 [M-CF3CO2+]. RXN SMILES: C(OC(=O)[NH:7][C@H:8]1[CH2:13][CH2:12][C@H:11]([O:14][C:15]2[CH:16]=[CH:17][C:18]3[N:19]([C:21]([C:24]4[CH:29]=[CH:28][CH:27]=[C:26]([O:30][CH2:31][CH2:32][N:33]5[CH2:38][CH2:37][O:36][CH2:35][CH2:34]5)[CH:25]=4)=[N:22][N:23]=3)[CH:20]=2)[CH2:10][CH2:9]1)(C)(C)C.C(Cl)Cl.[C:43]([OH:49])([C:45]([F:48])([F:47])[F:46])=[O:44]>>[F:46][C:45]([F:48])([F:47])[C:43]([OH:49])=[O:44].[N:33]1([CH2:32][CH2:31][O:30][C:26]2[CH:25]=[C:24]([C:21]3[N:19]4[CH:20]=[C:15]([O:14][C@H:11]5[CH2:12][CH2:13][C@H:8]([NH2:7])[CH2:9][CH2:10]5)[CH:16]=[CH:17][C:18]4=[N:23][N:22]=3)[CH:29]=[CH:28][CH:27]=2)[CH2:34][CH2:35][O:36][CH2:37][CH2:38]1 |f:3.4|. The product is FC(C(=O)O)(F)F.N1(CCOCC1)CCOC=1C=C(C=CC1)C1=NN=C2N1C=C(C=C2)O[C@@H]2CC[C@H](CC2)N (trans-4-{3-[3-(2-Morpholin-4-yl-ethoxy)-phenyl]-[1,2,4]triazolo[4,3-a]pyridin-6-yloxy}-cyclohexylamine trifluoroacetic acid salt). Starting materials: [Li]CCCC, CC(C)NC(C)C, O=Cc1ccc(Cl)cc1, Cc1cnc(-c2c(F)cccc2F)nn1, C1CCOC1. The product is OC(Cc1cnc(-c2c(F)cccc2F)nn1)c1ccc(Cl)cc1. RXN SMILES: [CH2:1]([Li:2])[CH2:3][CH2:4][CH3:5].[CH:6]([NH:7][CH:8]([CH3:9])[CH3:10])([CH3:11])[CH3:12].[Cl:28][c:29]1[cH:30][cH:31][c:32]([CH:33]=[O:34])[cH:35][cH:36]1.[F:13][c:14]1[c:15](-[c:21]2[n:22][n:23][c:24]([CH3:27])[cH:25][n:26]2)[c:16]([F:20])[cH:17][cH:18][cH:19]1.[O:37]1[CH2:38][CH2:39][CH2:40][CH2:41]1>>[F:13][c:14]1[c:15](-[c:21]2[n:22][n:23][c:24]([CH2:27][CH:33]([c:32]3[cH:31][cH:30][c:29]([Cl:28])[cH:36][cH:35]3)[OH:34])[cH:25][n:26]2)[c:16]([F:20])[cH:17][cH:18][cH:19]1. The reactants are BrC1=CC=CC=C1 (bromobenzene), CN1CCNCC1 (1-methylpiperazine), CC(C)([O-])C.[K+] (potassium tert-butoxide). The reagents and catalysts are catalyst[1,3-bis(2,6-diisopropylphenyl)imidazol-2-ylidene](3-chloropyridyl)-palladium (II) dichloride. Run at time 10 minute. Yields the product CN1CCN(CC1)C1=CC=CC=C1 (1-methyl-4-phenylpiperazine). Isolated yield 74.4%. As a reaction SMILES: Br[C:2]1[CH:7]=[CH:6][CH:5]=[CH:4][CH:3]=1.[CH3:8][N:9]1[CH2:14][CH2:13][NH:12][CH2:11][CH2:10]1.CC(C)([O-])C.[K+]>>[CH3:8][N:9]1[CH2:14][CH2:13][N:12]([C:2]2[CH:7]=[CH:6][CH:5]=[CH:4][CH:3]=2)[CH2:11][CH2:10]1 |f:2.3|. Reported procedure: A 1 L flask was charged with 141.3 g of bromobenzene, 30.1 g of 1-methylpiperazine and 43.8 g of potassium tert-butoxide. The flask was then placed on an ice bath for 10 minutes and the contents rapidly stirred. 2.04 g of “PEPPSI” catalyst[1,3-bis(2,6-diisopropylphenyl)imidazol-2-ylidene](3-chloropyridyl)-palladium (II) dichloride was then added and the flask fitted with a reflux condenser. The reaction was refluxed under a nitrogen atmosphere for 2 hours and then cooled to room temperature. The...